This data is from the Open Reaction Database (ORD), a public repository of structured organic reaction records. The task is: describe an organic reaction: reactants, conditions, products, and yield Starting materials: N1C(CCCC1)C(=O)O (2-Piperidinecarboxylic acid), C(C(O)C(O)C(=O)O)(=O)O ((+)-tartaric acid). Run in C(C)O (ethanol), O (water). Run at temperature 80 celsius. Yields the product C(=O)(O)C(O)C(O)C(=O)O.N1[C@H](CCCC1)C(=O)O ((R)-(+)-2-piperidinecarboxylic acid (+)-tartrate). Isolated yield 45.3%. Reaction SMILES: [NH:1]1[CH2:6][CH2:5][CH2:4][CH2:3][CH:2]1[C:7]([OH:9])=[O:8].[C:10]([OH:19])(=[O:18])[CH:11]([CH:13]([C:15]([OH:17])=[O:16])[OH:14])[OH:12]>C(O)C.O>[C:15]([CH:13]([CH:11]([C:10]([OH:19])=[O:18])[OH:12])[OH:14])([OH:17])=[O:16].[NH:1]1[CH2:6][CH2:5][CH2:4][CH2:3][C@@H:2]1[C:7]([OH:9])=[O:8] |f:4.5|. Procedure details: 2-Piperidinecarboxylic acid (26 g, 0.201 mol) and (+)-tartaric acid (31.2 g, 0.208 mol) were suspended in a mixture of ethanol (400 ml) and water (25 ml). The mixture was heated to 80° C., and the solution was allowed to cool to room temperature. The precipitated solid was filtered off, washed with ethanol and dried to give 25.4 g (45%) (R)-(+)-2-piperidinecarboxylic acid (+)-tartrate. The mother liquor was evaporated in vacuo, and the residue was dissolved in water (120 ml). A solution of potas... Starting materials: C(=O)=O (dry ice), CCOCC (ether), CC1=C(C(=O)C2=C(C1=O)N3C[C@H]4[C@@H]([C@@]3([C@@H]2COC(=O)N)OC)N4)OC (mitomycin A), solution, [OH-].[K+] (potassium hydroxide). Run in C(C=C)O (allyl alcohol), C(Cl)(Cl)Cl.CC(=O)C (CHCl3 acetone), C(C=C)O (allyl alcohol), C(C=C)O (allyl alcohol). Product: C(N)(O)=O.OCC1C2(N(C=3C(C(=C(C(C13)=O)OCC=C)C)=O)CC1C2N1)OC (1,1a,2,8,8a,8b-Hexahydro-8-(hydroxymethyl)-8a-methoxy-5-methyl-6-(allyloxy)-azirino[2',3':3,4]pyrrolo[1,2-a]indole-4,7-dione carbamate). Isolated yield 42.0%. Reaction SMILES: [CH3:1][C:2]1[C:8](=[O:9])[C:7]2[N:10]3[C@@:14]([O:21][CH3:22])([C@H:15]([CH2:16][O:17][C:18]([NH2:20])=[O:19])[C:6]=2[C:4](=[O:5])[C:3]=1[O:24][CH3:25])[C@H:13]1[NH:23][C@H:12]1[CH2:11]3.[OH-].[K+].C(=O)=O.[CH3:31][CH2:32]OCC>C(O)C=C.C(Cl)(Cl)Cl.CC(C)=O>[C:18](=[O:17])([OH:19])[NH2:20].[OH:17][CH2:16][CH:15]1[C:6]2[C:4](=[O:5])[C:3]([O:24][CH2:25][CH:31]=[CH2:32])=[C:2]([CH3:1])[C:8](=[O:9])[C:7]=2[N:10]2[CH2:11][CH:12]3[NH:23][CH:13]3[C:14]12[O:21][CH3:22] |f:1.2,6.7,8.9|. Reported procedure: A solution of mitomycin A (100 mg or 0.286 mmole) in 4 ml of allyl alcohol was stirred at room temperature and under nitrogen for 45 minutes with 500 mg of a 1.6% solution of potassium hydroxide (KOH) in allyl alcohol. The reaction mixture was decomposed with excess dry ice while immersing the flask into a water bath at room temperature. It was then isolated on a silica gel plate using ether, which elutes the allyl alcohol to the top of the plate (the plate was developed several times), followed... Starting materials: Cl, O=C(O)C1COc2ccccc2C1, NC1CCC(CCN2CCC(c3cccc4c3OCO4)CC2)CC1. Product: O=C(NC1CCC(CCN2CCC(c3cccc4c3OCO4)CC2)CC1)C1COc2ccccc2C1. RXN SMILES: [ClH:1].[O:26]1[CH2:27][CH:28]([C:36](=[O:37])[OH:38])[CH2:29][c:30]2[cH:31][cH:32][cH:33][cH:34][c:35]21.[O:2]1[CH2:3][O:4][c:5]2[c:6]1[cH:7][cH:8][cH:9][c:10]2[CH:11]1[CH2:12][CH2:13][N:14]([CH2:17][CH2:18][CH:19]2[CH2:20][CH2:21][CH:22]([NH2:25])[CH2:23][CH2:24]2)[CH2:15][CH2:16]1>>[O:2]1[CH2:3][O:4][c:5]2[c:6]1[cH:7][cH:8][cH:9][c:10]2[CH:11]1[CH2:12][CH2:13][N:14]([CH2:17][CH2:18][CH:19]2[CH2:20][CH2:21][CH:22]([NH:25][C:36]([CH:28]3[CH2:27][O:26][c:35]4[c:30]([cH:31][cH:32][cH:33][cH:34]4)[CH2:29]3)=[O:37])[CH2:23][CH2:24]2)[CH2:15][CH2:16]1. Starting materials: ClC=1C=C2C=CC(=NC2=CC1)NCCOC1=CC=CC=C1 ((6-Chloro-quinolin-2-yl)-(2-phenoxy-ethyl)-amine), N1=CC(=CC=C1)CN (3-Picolylamine), sodium tert.-butylate, 1,1′-2-(dimethylamino)ferrocen-1-yl-palladium(II) chloride dinorbornylphosphine. The solvent is O1CCOCC1 (dioxane). Conditions: temperature 115 celsius, time 16 hour. Product: O(C1=CC=CC=C1)CCNC1=NC2=CC=C(C=C2C=C1)NCC=1C=NC=CC1 (N2-(2-Phenoxy-ethyl)-N6-pyridin-3-ylmethyl-quinoline-2,6-diamine), solid. Yield: 58.0%. As a reaction SMILES: Cl[C:2]1[CH:3]=[C:4]2[C:9](=[CH:10][CH:11]=1)[N:8]=[C:7]([NH:12][CH2:13][CH2:14][O:15][C:16]1[CH:21]=[CH:20][CH:19]=[CH:18][CH:17]=1)[CH:6]=[CH:5]2.[N:22]1[CH:27]=[CH:26][CH:25]=[C:24]([CH2:28][NH2:29])[CH:23]=1>O1CCOCC1>[O:15]([CH2:14][CH2:13][NH:12][C:7]1[CH:6]=[CH:5][C:4]2[C:9](=[CH:10][CH:11]=[C:2]([NH:29][CH2:28][C:24]3[CH:23]=[N:22][CH:27]=[CH:26][CH:25]=3)[CH:3]=2)[N:8]=1)[C:16]1[CH:21]=[CH:20][CH:19]=[CH:18][CH:17]=1. Procedure details: (6-Chloro-quinolin-2-yl)-(2-phenoxy-ethyl)-amine (150 mg, 0.503 mmol) was dissolved in 2 mL dioxane. Argon was bubbled through the solution for 2 minutes to remove oxygen. 3-Picolylamine (165 mg, 1.53 mmol), sodium tert.-butylate (119 mg, 1.24 mmol) and 1,1′-2-(dimethylamino)ferrocen-1-yl-palladium(II) chloride dinorbornylphosphine (16 mg, 0.03 mmol) were added. The reaction mixture was stirred in a sealed tube at 115° C. for 16 h. The solvent was evaporated and the residue purified by flash chr... Reactants: C(C)(=O)OCC (ethyl acetate), 1,1-carbonyldiimidazole, ClC1=C(C(=O)O)C=CC(=N1)Cl (2,6-dichloronicotinic acid), [O-]CC.[Mg+2].[O-]CC (magnesium ethoxide), magnesium salt, C(CC(=O)[O-])(=O)OCC (monoethyl malonate), C(CC(=O)[O-])(=O)OCC (Monoethyl malonate). The solvent is CCCCCC (n-hexane), O1CCCC1 (tetrahydrofuran), O1CCCC1 (tetrahydrofuran), O1CCCC1 (tetrahydrofuran). Conditions: time 3 hour. The product is ClC1=C(C(=O)CC(=O)OCC)C=CC(=N1)Cl (Ethyl 2-(2,6-dichloronicotinoyl)acetate). Isolated yield 80.9%. Reaction SMILES: [C:1]([O:7][CH2:8][CH3:9])(=[O:6])[CH2:2][C:3]([O-:5])=O.[O-]CC.[Mg+2].[O-]CC.[Cl:17][C:18]1[N:26]=[C:25]([Cl:27])[CH:24]=[CH:23][C:19]=1C(O)=O.C(OCC)(=O)C>O1CCCC1.CCCCCC>[Cl:27][C:25]1[N:26]=[C:18]([Cl:17])[CH:19]=[CH:23][C:24]=1[C:3]([CH2:2][C:1]([O:7][CH2:8][CH3:9])=[O:6])=[O:5] |f:1.2.3|. Procedure: Monoethyl malonate (6.61 g, 50.0 mmol) was dissolved in anhydrous tetrahydrofuran (100 ml), and after adding magnesium ethoxide (3.15 g, 28.0 mmol) thereto while cooling with ice, it was stirred at room temperature for 3 hours. The reaction solution was then concentrated under a reduced pressure, thereby preparing a magnesium salt of monoethyl malonate. 2,6-dichloronicotinic acid (3.84 g, 20.0 mmol) was then dissolved in anhydrous tetrahydrofuran (80 ml), and after adding 1,1-carbonyldiimidazole...